Dataset: the Open Reaction Database (ORD), a public repository of structured organic reaction records. Task: describe an organic reaction: reactants, conditions, products, and yield The reactants are C(C)OC(C[C@@H](CC)N)=O ((R)-3-Aminovaleric acid ethyl ester), BrC1=CC=C(C=C1)C(F)(F)F (4-bromobenzotrifluoride), C([O-])([O-])=O.[K+].[K+] (potassium carbonate), Cl (HCl). The reagents and catalysts are [Cu](I)I (copper iodide). The solvent is C(C)(=O)OCC (ethyl acetate), O (water), CN(C=O)C (dimethylformamide), O (water). Reaction conditions: temperature 100 celsius, time 3 day. Yields the product FC(C1=CC=C(C=C1)N[C@@H](CC(=O)O)CC)(F)F ((R)-3-(4-Trifluoromethyl-phenylamino)-valeric acid). The yield is 40.3%. RXN SMILES: C([O:3][C:4](=[O:10])[CH2:5][C@H:6]([NH2:9])[CH2:7][CH3:8])C.Br[C:12]1[CH:17]=[CH:16][C:15]([C:18]([F:21])([F:20])[F:19])=[CH:14][CH:13]=1.C(=O)([O-])[O-].[K+].[K+].Cl>[Cu](I)I.C(OCC)(=O)C.O.CN(C)C=O>[F:19][C:18]([F:21])([F:20])[C:15]1[CH:16]=[CH:17][C:12]([NH:9][C@H:6]([CH2:7][CH3:8])[CH2:5][C:4]([OH:3])=[O:10])=[CH:13][CH:14]=1 |f:2.3.4|. Procedure details: (R)-3-Aminovaleric acid ethyl ester (0.5 g), 4-bromobenzotrifluoride (0.62 g), copper iodide (0.053 g), potassium carbonate (1.14 g) and water (0.5 ml) were added to dimethylformamide (5 ml) and the mixture was sealed under nitrogen atmosphere and stirred at 100° C. for 3 days. The mixture was cooled, water and ethyl acetate were added to the mixture, and the pH of the mixture was adjusted to about 3 or less with addition of 2N HCl. The organic layer was separated, dried over magnesium sulfate a... Starting materials: CN1C(NCC1C(=O)OC(C)(C)C)=O (1,1-dimethylethyl 3-methyl-2-oxo-4-imidazolidinecarboxylate), BrC=1C=CC(=NC1)OC (5-bromo-2-(methyloxy)pyridine), C([O-])([O-])=O.[Cs+].[Cs+] (cesium carbonate), CC1(C2=C(C(=CC=C2)P(C3=CC=CC=C3)C4=CC=CC=C4)OC5=C(C=CC=C51)P(C6=CC=CC=C6)C7=CC=CC=C7)C (Xantphos). Reagents/catalysts: C=1C=CC(=CC1)/C=C/C(=O)/C=C/C2=CC=CC=C2.C=1C=CC(=CC1)/C=C/C(=O)/C=C/C2=CC=CC=C2.C=1C=CC(=CC1)/C=C/C(=O)/C=C/C2=CC=CC=C2.[Pd].[Pd] (tris(dibenzylideneacetone)dipalladium(0)). The solvent is O1CCOCC1 (1,4-dioxane). The product is CN1C(N(CC1C(=O)OC(C)(C)C)C=1C=NC(=CC1)OC)=O (1,1-dimethylethyl 3-methyl-1-[6-(methyloxy)-3-pyridinyl]-2-oxo-4-imidazolidinecarboxylate). Yield: 44.3%. As a reaction SMILES: [CH3:1][N:2]1[CH:6]([C:7]([O:9][C:10]([CH3:13])([CH3:12])[CH3:11])=[O:8])[CH2:5][NH:4][C:3]1=[O:14].Br[C:16]1[CH:17]=[CH:18][C:19]([O:22][CH3:23])=[N:20][CH:21]=1.C(=O)([O-])[O-].[Cs+].[Cs+].CC1(C)C2C(=C(P(C3C=CC=CC=3)C3C=CC=CC=3)C=CC=2)OC2C(P(C3C=CC=CC=3)C3C=CC=CC=3)=CC=CC1=2>O1CCOCC1.C1C=CC(/C=C/C(/C=C/C2C=CC=CC=2)=O)=CC=1.C1C=CC(/C=C/C(/C=C/C2C=CC=CC=2)=O)=CC=1.C1C=CC(/C=C/C(/C=C/C2C=CC=CC=2)=O)=CC=1.[Pd].[Pd]>[CH3:1][N:2]1[CH:6]([C:7]([O:9][C:10]([CH3:11])([CH3:13])[CH3:12])=[O:8])[CH2:5][N:4]([C:16]2[CH:21]=[N:20][C:19]([O:22][CH3:23])=[CH:18][CH:17]=2)[C:3]1=[O:14] |f:2.3.4,7.8.9.10.11|. Procedure details: To a solution of 1,1-dimethylethyl 3-methyl-2-oxo-4-imidazolidinecarboxylate (400 mg, 1.998 mmol) (prepared as described in step (iii) of Example 13, starting from (4S)-2-oxo-3-{[(phenylmethyl)oxy]carbonyl}-4-imidazolidinecarboxylic acid) and 5-bromo-2-(methyloxy)pyridine (0.259 ml, 1.998 mmol) in 1,4-dioxane (20 ml) was added cesium carbonate (2604 mg, 7.99 mmol), Xantphos™ (87 mg, 0.150 mmol) and tris(dibenzylideneacetone)dipalladium(0) (91 mg, 0.100 mmol) and the reaction was stirred at reflu... Starting materials: CC(C)(C)OC(=O)NN, CC(=O)O[BH-](OC(C)=O)OC(C)=O, CC(=O)O, ClCCl, [Na+], O=C1CCN(C(=O)OCc2ccccc2)CC1. Yields the product CC(C)(C)OC(=O)NNC1CCN(C(=O)OCc2ccccc2)CC1. RXN SMILES: [C:18]([CH3:19])([CH3:20])([CH3:21])[O:22][C:23](=[O:24])[NH:25][NH2:26].[C:27]([O:28][BH-:29]([O:30][C:31](=[O:32])[CH3:33])[O:34][C:35](=[O:36])[CH3:37])(=[O:38])[CH3:39].[C:41]([OH:42])(=[O:43])[CH3:44].[Cl:45][CH2:46][Cl:47].[Na+:40].[O:1]=[C:2]1[CH2:3][CH2:4][N:5]([C:8](=[O:9])[O:10][CH2:11][c:12]2[cH:13][cH:14][cH:15][cH:16][cH:17]2)[CH2:6][CH2:7]1>>[CH:2]1([NH:26][NH:25][C:23]([O:22][C:18]([CH3:19])([CH3:20])[CH3:21])=[O:24])[CH2:3][CH2:4][N:5]([C:8](=[O:9])[O:10][CH2:11][c:12]2[cH:13][cH:14][cH:15][cH:16][cH:17]2)[CH2:6][CH2:7]1. Reactants: CC#N, COc1c(Cl)ccc(B2OCCCO2)c1F, [F-], [K+], COC(=O)c1nc(Cl)c(F)c(N)c1Cl, O. Yields the product COC(=O)c1nc(-c2ccc(Cl)c(OC)c2F)c(F)c(N)c1Cl. Reaction SMILES: [CH3:33][C:34]#[N:35].[Cl:15][c:16]1[c:17]([O:29][CH3:30])[c:18]([F:28])[c:19]([B:22]2[O:23][CH2:24][CH2:25][CH2:26][O:27]2)[cH:20][cH:21]1.[F-:31].[K+:32].[NH2:1][c:2]1[c:3]([Cl:14])[c:4]([C:10](=[O:11])[O:12][CH3:13])[n:5][c:6]([Cl:9])[c:7]1[F:8].[OH2:36]>>[NH2:1][c:2]1[c:3]([Cl:14])[c:4]([C:10](=[O:11])[O:12][CH3:13])[n:5][c:6](-[c:19]2[c:18]([F:28])[c:17]([O:29][CH3:30])[c:16]([Cl:15])[cH:21][cH:20]2)[c:7]1[F:8]. The reactants are CC(=O)O, COc1ccc(Oc2cnc(N)nc2N)c(C(C)C)c1, ClI, [Na+], O=C([O-])O, O. Product: COc1cc(C(C)C)c(Oc2cnc(N)nc2N)cc1I. RXN SMILES: [CH3:29][C:30](=[O:31])[OH:32].[CH:1]([CH3:2])([CH3:3])[c:4]1[c:5]([O:6][c:7]2[c:8]([NH2:14])[n:9][c:10]([NH2:13])[n:11][cH:12]2)[cH:15][cH:16][c:17]([O:19][CH3:20])[cH:18]1.[I:21][Cl:22].[Na+:28].[O-:24][C:25]([OH:26])=[O:27].[OH2:23]>>[CH:1]([CH3:2])([CH3:3])[c:4]1[c:5]([O:6][c:7]2[c:8]([NH2:14])[n:9][c:10]([NH2:13])[n:11][cH:12]2)[cH:15][c:16]([I:21])[c:17]([O:19][CH3:20])[cH:18]1. Reactants: CC(C)N(CCOc1ccc(-c2oc3nccc(NCCN4CCN(C(=O)OC(C)(C)C)CC4)c3c2-c2ccccc2)cc1)C(C)C, ClCCl, O=C(O)C(F)(F)F. Product: CC(C)N(CCOc1ccc(-c2oc3nccc(NCCN4CCNCC4)c3c2-c2ccccc2)cc1)C(C)C. Reaction SMILES: [C:1]([O:2][C:3](=[O:4])[N:8]1[CH2:9][CH2:10][N:11]([CH2:14][CH2:15][NH:16][c:17]2[c:18]3[c:19]([n:20][cH:21][cH:22]2)[o:23][c:24](-[c:32]2[cH:33][cH:34][c:35]([O:38][CH2:39][CH2:40][N:41]([CH:42]([CH3:43])[CH3:44])[CH:45]([CH3:46])[CH3:47])[cH:36][cH:37]2)[c:25]3-[c:26]2[cH:27][cH:28][cH:29][cH:30][cH:31]2)[CH2:12][CH2:13]1)([CH3:5])([CH3:6])[CH3:7].[Cl:55][CH2:56][Cl:57].[OH:48][C:49]([C:50]([F:51])([F:52])[F:53])=[O:54]>>[NH:8]1[CH2:9][CH2:10][N:11]([CH2:14][CH2:15][NH:16][c:17]2[c:18]3[c:19]([n:20][cH:21][cH:22]2)[o:23][c:24](-[c:32]2[cH:33][cH:34][c:35]([O:38][CH2:39][CH2:40][N:41]([CH:42]([CH3:43])[CH3:44])[CH:45]([CH3:46])[CH3:47])[cH:36][cH:37]2)[c:25]3-[c:26]2[cH:27][cH:28][cH:29][cH:30][cH:31]2)[CH2:12][CH2:13]1. Reactants: C(=O)(OCC)C(=CCC1C(C(=CC1)C)(C)C)C (1-(3-carbethoxybut-2-enyl)-2,2,3-trimethylcyclopent-3-ene). The reagents and catalysts are [Ni] (Raney nickel). Run in CO (methanol). Product: C(=O)(OCC)C(CCC1C(C(=CC1)C)(C)C)C (1-(3-carbethoxybutyl)-2,2,3-trimethylcyclopent-3-ene). Yield: 93.9%. As a reaction SMILES: [C:1]([C:6]([CH3:17])=[CH:7][CH2:8][CH:9]1[CH2:13][CH:12]=[C:11]([CH3:14])[C:10]1([CH3:16])[CH3:15])([O:3][CH2:4][CH3:5])=[O:2]>CO.[Ni]>[C:1]([CH:6]([CH3:17])[CH2:7][CH2:8][CH:9]1[CH2:13][CH:12]=[C:11]([CH3:14])[C:10]1([CH3:15])[CH3:16])([O:3][CH2:4][CH3:5])=[O:2]. Procedure details: A solution of 100 g (0.42 mole) of 2a in 300 mL of methanol was hydrogenated under standard conditions with 5 g of Raney nickel (ca. 10 hours). Filtration, distillation of the solvent, and fractionation yielded 94 g (94%) of 3a, b0.7 92°-95° C.